Dataset: the Open Reaction Database (ORD), a public repository of structured organic reaction records. Task: describe an organic reaction: reactants, conditions, products, and yield The solvent is C(C)O (ethanol). Reaction SMILES: C(OC(=O)[NH:7][C:8]1([CH2:16][CH2:17][C:18]2[CH:23]=[CH:22][C:21]([O:24][CH2:25][CH2:26][CH2:27][C:28]3[CH:33]=[CH:32][C:31]([S:34][CH3:35])=[CH:30][CH:29]=3)=[C:20]([C:36]([F:39])([F:38])[F:37])[CH:19]=2)[CH2:13][O:12]C(C)(C)[O:10][CH2:9]1)(C)(C)C.[ClH:41]>C(O)C>[ClH:41].[NH2:7][C:8]([CH2:16][CH2:17][C:18]1[CH:23]=[CH:22][C:21]([O:24][CH2:25][CH2:26][CH2:27][C:28]2[CH:29]=[CH:30][C:31]([S:34][CH3:35])=[CH:32][CH:33]=2)=[C:20]([C:36]([F:39])([F:37])[F:38])[CH:19]=1)([CH2:13][OH:12])[CH2:9][OH:10] |f:3.4|. Reaction conditions: temperature 80 celsius, time 1 hour. Starting materials: C(C)(C)(C)OC(NC1(COC(OC1)(C)C)CCC1=CC(=C(C=C1)OCCCC1=CC=C(C=C1)SC)C(F)(F)F)=O ([2,2-dimethyl-5-(2-{4-[3-(4-methylthiophenyl)propoxy]-3-trifluoromethylphenyl}ethyl)-1,3-dioxan-5-yl]carbamic acid t-butyl ester), Cl (hydrochloric acid). The product is Cl.NC(CO)(CO)CCC1=CC(=C(C=C1)OCCCC1=CC=C(C=C1)SC)C(F)(F)F (2-amino-2-(2-{4-[3-(4-methylthiophenyl)propoxy]-3-trifluoromethylphenyl}ethyl)propane-1,3-diol hydrochloride). Procedure: Compound 96-3 (587 mg) was dissolved in ethanol (15 ml), concentrated hydrochloric acid (1.5 ml) was added, and the mixture was stirred at 80° C. for 1 hr. The reaction mixture was concentrated, and the residue was washed with diethyl ether to give the object product (490 mg) as a white powder. Reactants: BrCCCCCCCCCCC(=O)OC (Methyl 11-bromoundecanoate), IC1=CC=C(C=C1)O (4-iodophenol), C([O-])([O-])=O.[K+].[K+] (potassium carbonate). The solvent is CC(=O)C (acetone). Yields the product IC1=CC=C(OCCCCCCCCCCC(=O)OC)C=C1 (methyl 11-(4-iodophenoxy)undecanoate). Isolated yield 81.6%. Reaction SMILES: Br[CH2:2][CH2:3][CH2:4][CH2:5][CH2:6][CH2:7][CH2:8][CH2:9][CH2:10][CH2:11][C:12]([O:14][CH3:15])=[O:13].[I:16][C:17]1[CH:22]=[CH:21][C:20]([OH:23])=[CH:19][CH:18]=1.C(=O)([O-])[O-].[K+].[K+]>CC(C)=O>[I:16][C:17]1[CH:22]=[CH:21][C:20]([O:23][CH2:2][CH2:3][CH2:4][CH2:5][CH2:6][CH2:7][CH2:8][CH2:9][CH2:10][CH2:11][C:12]([O:14][CH3:15])=[O:13])=[CH:19][CH:18]=1 |f:2.3.4|. Procedure details: Methyl 11-bromoundecanoate (10 g, 35.8 mmmol), in acetone (150 ml) was treated with 4-iodophenol (7.88 g, 35.8 mmol) and potassium carbonate (9.88 g 71.6 mmol). The stirred reaction was heated at reflux for 48 h. The reaction was then allowed to cool and the reaction concentrated in vacuo to a gum. The reaction was then partitioned between ethyl acetate (150 ml) and water (150 ml). The ethyl acetate layer was separated dried, over sodium sulfate and concentrated in vacuo to solid. The solid was ... Starting materials: CO, CCC1CN(C(=O)C(F)(F)F)CCc2ccc(Cl)cc21, [Na+], [OH-]. Product: CCC1CNCCc2ccc(Cl)cc21. Reaction SMILES: [CH3:23][OH:24].[F:1][C:2]([F:3])([F:4])[C:19]([N:5]1[CH2:6][CH2:7][c:8]2[c:9]([cH:14][c:15]([Cl:18])[cH:16][cH:17]2)[CH:10]([CH2:12][CH3:13])[CH2:11]1)=[O:20].[Na+:22].[OH-:21]>>[NH:5]1[CH2:6][CH2:7][c:8]2[c:9]([cH:14][c:15]([Cl:18])[cH:16][cH:17]2)[CH:10]([CH2:12][CH3:13])[CH2:11]1. The reactants are CN1C=C(C2=CC=CC=C12)C=1C(OC(C1C1=CNC=C1)=O)=O (3-(1-methyl-3-indolyl)-4-(3-pyrrolyl)furan-2,5-dione), CN(C)C=O (DMF), N (ammonia). Run in O (water). Conditions: temperature 140 celsius. Product: CN1C=C(C2=CC=CC=C12)C=1C(NC(C1C1=CNC=C1)=O)=O (3-(1-methyl-3-indolyl)-4-(3-pyrrolyl)-1H-pyrrole-2,5-dione). Reaction SMILES: [CH3:1][N:2]1[C:10]2[C:5](=[CH:6][CH:7]=[CH:8][CH:9]=2)[C:4]([C:11]2[C:12](=O)[O:13][C:14](=[O:21])[C:15]=2[C:16]2[CH:20]=[CH:19][NH:18][CH:17]=2)=[CH:3]1.C[N:24](C=O)C.N>O>[CH3:1][N:2]1[C:10]2[C:5](=[CH:6][CH:7]=[CH:8][CH:9]=2)[C:4]([C:11]2[C:12](=[O:13])[NH:24][C:14](=[O:21])[C:15]=2[C:16]2[CH:20]=[CH:19][NH:18][CH:17]=2)=[CH:3]1. Procedure details: 135 mg of 3-(1-methyl-3-indolyl)-4-(3-pyrrolyl)furan-2,5-dione were treated with 5 ml of DMF and 5 ml of 33% aqueous ammonia. The solution was heated at 140° C. for 4 hours. The cooled solution was diluted with water and extracted with dichloromethane. The dichloromethane extracts were dried and concentrated. Chromatography of the residue on silica gel with ethyl acetate/hexane (1:1) followed by crystallization from ethyl acetate/hexane gave 50 mg of 3-(1-methyl-3-indolyl)-4-(3-pyrrolyl)-1H-pyrr... Starting materials: ClC1=NC=2N3C(C(N(C2C=N1)C1CCOCC1)=O)COCC3 (2-chloro-5-(tetrahydro-2H-pyran-4-yl)-6a,7,9,10-tetrahydro-[1,4]oxazino[3,4-h]pteridin-6(5H)-one), C1(CC1)NC(=O)NC1=CC=C(C=C1)B1OC(C(O1)(C)C)(C)C (1-cyclopropyl-3-(4-(4,4,5,5-tetramethyl-1,3,2-dioxaborolan-2-yl)phenyl)urea), C([O-])(O)=O.[Na+] (sodium bicarbonate). The reagents and catalysts are C1=CC=C(C=C1)P([C-]2C=CC=C2)C3=CC=CC=C3.C1=CC=C(C=C1)P([C-]2C=CC=C2)C3=CC=CC=C3.Cl[Pd]Cl.[Fe+2] (PdCl2(dppf)). The solvent is O1CCOCC1 (dioxane). Run at temperature 100 celsius. Product: C1(CC1)NC(=O)NC1=CC=C(C=C1)C1=NC=2N3C(C(N(C2C=N1)C1CCOCC1)=O)COCC3 (1-cyclopropyl-3-(4-(6-oxo-5-(tetrahydro-2H-pyran-4-yl)-5,6,6a,7,9,10-hexahydro-[1,4]oxazino[3,4-h]pteridin-2-yl)phenyl)urea). The yield is 22.8%. RXN SMILES: Cl[C:2]1[N:11]=[CH:10][C:9]2[N:8]([CH:12]3[CH2:17][CH2:16][O:15][CH2:14][CH2:13]3)[C:7](=[O:18])[CH:6]3[CH2:19][O:20][CH2:21][CH2:22][N:5]3[C:4]=2[N:3]=1.[CH:23]1([NH:26][C:27]([NH:29][C:30]2[CH:35]=[CH:34][C:33](B3OC(C)(C)C(C)(C)O3)=[CH:32][CH:31]=2)=[O:28])[CH2:25][CH2:24]1.C(=O)(O)[O-].[Na+]>O1CCOCC1.C1C=CC(P(C2C=CC=CC=2)[C-]2C=CC=C2)=CC=1.C1C=CC(P(C2C=CC=CC=2)[C-]2C=CC=C2)=CC=1.Cl[Pd]Cl.[Fe+2]>[CH:23]1([NH:26][C:27]([NH:29][C:30]2[CH:35]=[CH:34][C:33]([C:2]3[N:11]=[CH:10][C:9]4[N:8]([CH:12]5[CH2:17][CH2:16][O:15][CH2:14][CH2:13]5)[C:7](=[O:18])[CH:6]5[CH2:19][O:20][CH2:21][CH2:22][N:5]5[C:4]=4[N:3]=3)=[CH:32][CH:31]=2)=[O:28])[CH2:25][CH2:24]1 |f:2.3,5.6.7.8|. Procedure: To a microwave reaction vial were added 2-chloro-5-(tetrahydro-2H-pyran-4-yl)-6a,7,9,10-tetrahydro-[1,4]oxazino[3,4-h]pteridin-6(5H)-one (PREPARATION x55, 0.040 g, 0.123 mmol), 1-cyclopropyl-3-(4-(4,4,5,5-tetramethyl-1,3,2-dioxaborolan-2-yl)phenyl)urea (0.041 g, 0.135 mmol), and PdCl2(dppf) (0.018 g, 0.025 mmol) in saturated aq sodium bicarbonate (0.3 mL, 0.123 mmol) and dioxane (1.232 mL). The resulting suspension was heated by microwave irradiation at 100° C. for 1 hour, then filtered, and pur... Starting materials: C(C1=CC=CC=C1)ON[C@@H]1CC[C@H](N(C1)C(C(F)(F)F)=O)C(=O)OC(C)(C)C ((2S,5R)-tert-Butyl 5-(benzyloxyamino)-1-(2,2,2-trifluoroacetyl)piperidine-2-carboxylate), FC(C(=O)O)(F)F (trifluoroacetic acid). Run in C(Cl)Cl (methylene chloride). Reaction conditions: time 2 hour. The product is C(C1=CC=CC=C1)ON[C@@H]1CC[C@H](N(C1)C(C(F)(F)F)=O)C(=O)O ((2S,5R)-5-(Benzyloxyamino)-1-(2,2,2-trifluoroacetyl)piperidine-2-carboxylic acid). The yield is 70.7%. Reaction SMILES: [CH2:1]([O:8][NH:9][C@H:10]1[CH2:15][N:14]([C:16](=[O:21])[C:17]([F:20])([F:19])[F:18])[C@H:13]([C:22]([O:24]C(C)(C)C)=[O:23])[CH2:12][CH2:11]1)[C:2]1[CH:7]=[CH:6][CH:5]=[CH:4][CH:3]=1.FC(F)(F)C(O)=O>C(Cl)Cl>[CH2:1]([O:8][NH:9][C@H:10]1[CH2:15][N:14]([C:16](=[O:21])[C:17]([F:19])([F:20])[F:18])[C@H:13]([C:22]([OH:24])=[O:23])[CH2:12][CH2:11]1)[C:2]1[CH:3]=[CH:4][CH:5]=[CH:6][CH:7]=1. Procedure details: A solution of (2S,5R)-tert-Butyl 5-(benzyloxyamino)-1-(2,2,2-trifluoroacetyl)piperidine-2-carboxylate (1.50 g, 3.73 mmol) in methylene chloride (5.0 mL) was ice-cooled, and trifluoroacetic acid (5.0 mL) was added, and reacted at the same temperature for 30 min. and then at room temperature for 2 h. The reaction mixture was concentrated under reduced pressure, then water and 6.5% sodium bicarbonate aqueous solution was added to the residue. After pH was adjusted to ca. pH 8, aqueous layer was was... Starting materials: CCN=C=NCCCN(C)C, ClCCl, N, O=C(O)c1cnc(C2CCC3(CC2)OCCO3)s1, C1COCCO1, On1nnc2ccccc21. Yields the product NC(=O)c1cnc(C2CCC3(CC2)OCCO3)s1. RXN SMILES: [CH3:19][CH2:20][N:21]=[C:22]=[N:23][CH2:24][CH2:25][CH2:26][N:27]([CH3:28])[CH3:29].[Cl:41][CH2:42][Cl:43].[NH3:40].[O:1]1[CH2:2][CH2:3][O:4][C:5]12[CH2:6][CH2:7][CH:8]([c:11]1[s:12][c:13]([C:16](=[O:17])[OH:18])[cH:14][n:15]1)[CH2:9][CH2:10]2.[O:44]1[CH2:45][CH2:46][O:47][CH2:48][CH2:49]1.[OH:30][n:31]1[c:32]2[c:33]([cH:34][cH:35][cH:36][cH:37]2)[n:38][n:39]1>>[O:1]1[CH2:2][CH2:3][O:4][C:5]12[CH2:6][CH2:7][CH:8]([c:11]1[s:12][c:13]([C:16](=[O:18])[NH2:21])[cH:14][n:15]1)[CH2:9][CH2:10]2. Starting materials: Brc1ccc2ncccc2c1, CNC1CCCCC1NC, [Cu]I, [I-], [Na+], C1COCCO1. The product is Ic1ccc2ncccc2c1. RXN SMILES: [Br:13][c:14]1[cH:15][c:16]2[cH:17][cH:18][cH:19][n:20][c:21]2[cH:22][cH:23]1.[CH3:3][NH:4][CH:5]1[CH2:6][CH2:7][CH2:8][CH2:9][CH:10]1[NH:11][CH3:12].[Cu:30][I:31].[I-:2].[Na+:1].[O:24]1[CH2:25][CH2:26][O:27][CH2:28][CH2:29]1>>[I:2][c:14]1[cH:15][c:16]2[cH:17][cH:18][cH:19][n:20][c:21]2[cH:22][cH:23]1. The reactants are CC(=O)O, Cc1ccc2c(c1)C(=O)NC2=O, Cl, [Sn]. The product is Cc1ccc2c(c1)CNC2=O. Reaction SMILES: [CH3:15][C:16](=[O:17])[OH:18].[CH3:1][c:2]1[cH:3][c:4]2[c:8]([cH:9][cH:10]1)[C:7](=[O:11])[NH:6][C:5]2=[O:12].[ClH:14].[Sn:13]>>[CH3:1][c:2]1[cH:3][c:4]2[c:8]([cH:9][cH:10]1)[C:7](=[O:11])[NH:6][CH2:5]2.